From a dataset of the Open Reaction Database (ORD), a public repository of structured organic reaction records. describe an organic reaction: reactants, conditions, products, and yield Reactants: CC1=C(C(=C(C=C1C)C)C)O (2,3,5,6-tetramethylphenol), RuCl3.3H2O, C(C)(=O)O (acetic acid), mixture. Yields the product CC1=C(C(C(=C(C1=O)C)C)=O)C (tetramethylbenzoquinone). The yield is 53.0%. RXN SMILES: [CH3:1][C:2]1[C:7]([CH3:8])=[CH:6][C:5]([CH3:9])=[C:4]([CH3:10])[C:3]=1[OH:11].C(O)(=[O:14])C>>[CH3:10][C:4]1[C:3](=[O:11])[C:2]([CH3:1])=[C:7]([CH3:8])[C:6](=[O:14])[C:5]=1[CH3:9]. Procedure: 500 mg of 2,3,5,6-tetramethylphenol and 10 mg of RuCl3.3H2O were reacted in 5 ml of acetic acid in the same manner as in Example 1, followed by the same treatment as in Example 1, whereby 288 mg (53% yield) of tetramethylbenzoquinone and 228 mg of a mixture of three unidentified substances were obtained. The tetramethylbenzoquinone was recrystallized from hexane to obtain yellow needle-like crystals having a melting point of from 114° to 115° C. Reactants: ClCCCCCBr, CN(C)C=O, OCC1CCCCC1, [H-], [Na+], O. Product: BrCCCCCOCC1CCCCC1. RXN SMILES: [Br:11][CH2:12][CH2:13][CH2:14][CH2:15][CH2:16][Cl:17].[CH3:19][N:20]([CH3:21])[CH:22]=[O:23].[CH:3]1([CH2:9][OH:10])[CH2:4][CH2:5][CH2:6][CH2:7][CH2:8]1.[H-:1].[Na+:2].[OH2:18]>>[CH:3]1([CH2:9][O:10][CH2:16][CH2:15][CH2:14][CH2:13][CH2:12][Br:11])[CH2:4][CH2:5][CH2:6][CH2:7][CH2:8]1. Reactants: S(=S)(=O)([O-])[O-].[Na+].[Na+] (sodium thiosulfate), BrN1C(CCC1=O)=O (N-bromosuccinimide), solution, FC1=CC=C(C=C1)C1=NN(C=C1C=1C=CC=2N(C1)C(=CN2)C=2SC=CC2)C(C2=CC=CC=C2)(C2=CC=CC=C2)C2=CC=CC=C2 (6-[3-(4-fluorophenyl)-1-trityl-1H-4-pyrazolyl]-3-(2-thienyl)imidazo[1,2-a]pyridine). Solvent: CN(C=O)C (N,N-dimethylformamide). Conditions: time 1 hour. Product: BrC1=CC=C(S1)C1=CN=C2N1C=C(C=C2)C=2C(=NN(C2)C(C2=CC=CC=C2)(C2=CC=CC=C2)C2=CC=CC=C2)C2=CC=C(C=C2)F (3-(5-Bromo-2-thienyl)-6-[3-(4-fluorophenyl)-1-trityl-1H-4-pyrazolyl]imidazo[1,2-a]pyridine). The yield is 108.2%. As a reaction SMILES: [Br:1]N1C(=O)CCC1=O.[F:9][C:10]1[CH:15]=[CH:14][C:13]([C:16]2[C:20]([C:21]3[CH:22]=[CH:23][C:24]4[N:25]([C:27]([C:30]5[S:31][CH:32]=[CH:33][CH:34]=5)=[CH:28][N:29]=4)[CH:26]=3)=[CH:19][N:18]([C:35]([C:48]3[CH:53]=[CH:52][CH:51]=[CH:50][CH:49]=3)([C:42]3[CH:47]=[CH:46][CH:45]=[CH:44][CH:43]=3)[C:36]3[CH:41]=[CH:40][CH:39]=[CH:38][CH:37]=3)[N:17]=2)=[CH:12][CH:11]=1.S([O-])([O-])(=O)=S.[Na+].[Na+]>CN(C)C=O>[Br:1][C:32]1[S:31][C:30]([C:27]2[N:25]3[CH:26]=[C:21]([C:20]4[C:16]([C:13]5[CH:14]=[CH:15][C:10]([F:9])=[CH:11][CH:12]=5)=[N:17][N:18]([C:35]([C:42]5[CH:43]=[CH:44][CH:45]=[CH:46][CH:47]=5)([C:36]5[CH:41]=[CH:40][CH:39]=[CH:38][CH:37]=5)[C:48]5[CH:49]=[CH:50][CH:51]=[CH:52][CH:53]=5)[CH:19]=4)[CH:22]=[CH:23][C:24]3=[N:29][CH:28]=2)=[CH:34][CH:33]=1 |f:2.3.4|. Procedure: 160 mg N-bromosuccinimide was added to 5 mL solution of 500 mg 6-[3-(4-fluorophenyl)-1-trityl-1H-4-pyrazolyl]-3-(2-thienyl)imidazo[1,2-a]pyridine obtained in Example 3 in N,N-dimethylformamide, and the mixture was stirred for 1 hour. An aqueous sodium thiosulfate solution was added thereto and stirred for 30 minutes, and the reaction solution was extracted with ethyl acetate and dried over magnesium sulfate. The residue was purified by NH silica gel column chromatography (hexane/dichloromethane/... Solvent: C(C)(=O)OCC.Cl (hydrogen chloride-ethyl acetate). Procedure: To methyl 4-(cyanomethyl)benzoate (5.0 g, 28.5 mmol) were added 4M hydrogen chloride-ethyl acetate solution (50 mL) and O,O-diethyl dithiophosphate (6.70 mL, 40.0 mmol), and the mixture was stirred overnight. The reaction mixture was alkalified with saturated aqueous sodium hydrogen carbonate solution and 8N aqueous sodium hydroxide solution, and extracted with ethyl acetate. The extract was washed successively with water and saturated brine, dried over sodium sulfate, and filtered by basic sili... Yields the product NC(CC1=CC=C(C(=O)OC)C=C1)=S (methyl 4-(2-amino-2-thioxoethyl)benzoate). The reactants are C(#N)CC1=CC=C(C(=O)OC)C=C1 (methyl 4-(cyanomethyl)benzoate), P(=S)(OCC)(OCC)[S-] (O,O-diethyl dithiophosphate), [OH-].[Na+] (sodium hydroxide), C(O)([O-])=O.[Na+] (sodium hydrogen carbonate). Yield: 74.8%. As a reaction SMILES: [C:1]([CH2:3][C:4]1[CH:13]=[CH:12][C:7]([C:8]([O:10][CH3:11])=[O:9])=[CH:6][CH:5]=1)#[N:2].P([S-])(OCC)(OCC)=[S:15].C(=O)([O-])O.[Na+].[OH-].[Na+]>C(OCC)(=O)C.Cl>[NH2:2][C:1](=[S:15])[CH2:3][C:4]1[CH:13]=[CH:12][C:7]([C:8]([O:10][CH3:11])=[O:9])=[CH:6][CH:5]=1 |f:2.3,4.5,6.7|. Reaction conditions: time 8 hour. The reactants are C(C)(C)(C)OC(=O)C1CN(CC1C1=CC2=C(S1)C=CC=C2)C(C)C2=CC=CC=C2 (4-Benzo[b]thiophen-2-yl-1-(1-phenyl-ethyl)-pyrrolidine-3-carboxylic acid tert-butyl ester), C(=O)(C(F)(F)F)O (TFA). Run in ClCCl (dichloromethane). Conditions: time 2 hour. The product is S1C2=C(C=C1C1C(CN(C1)C(C)C1=CC=CC=C1)C(=O)O)C=CC=C2 (4-Benzo[b]thiophen-2-yl-1-(1-phenyl-ethyl)-pyrrolidine-3-carboxylic acid). As a reaction SMILES: C([O:5][C:6]([CH:8]1[CH:12]([C:13]2[S:17][C:16]3[CH:18]=[CH:19][CH:20]=[CH:21][C:15]=3[CH:14]=2)[CH2:11][N:10]([CH:22]([C:24]2[CH:29]=[CH:28][CH:27]=[CH:26][CH:25]=2)[CH3:23])[CH2:9]1)=[O:7])(C)(C)C.C(O)(C(F)(F)F)=O>ClCCl>[S:17]1[C:13]([CH:12]2[CH2:11][N:10]([CH:22]([C:24]3[CH:29]=[CH:28][CH:27]=[CH:26][CH:25]=3)[CH3:23])[CH2:9][CH:8]2[C:6]([OH:7])=[O:5])=[CH:14][C:15]2[CH:21]=[CH:20][CH:19]=[CH:18][C:16]1=2. Procedure details: The product from step b) (2.0 g, 0.0077 mol) was dissolved in 20 mL dichloromethane and was treated with 10 mL of TFA and stirred for 2 hours at room temperature. The solvent was evaporated in vacuo to give the crude subtitle compound that was used in the next step without further purification. MS calculated for C21H21NO2S +H: 352, observed: 352.